This data is from the Open Reaction Database (ORD), a public repository of structured organic reaction records. The task is: describe an organic reaction: reactants, conditions, products, and yield Reaction conditions: time 5 hour. The reactants are CC1OC(C2=CC(=CC=C2C1)OC)C1=CC=C(C=C1)[N+](=O)[O-] (3-Methyl-1-(4-nitrophenyl)-7-methoxyisochroman), Cl (HCl), [OH-].[Na+] (sodium hydroxide). Run in CS(=O)C (DMSO), CN(C)C=O (DMF). Procedure details: A solution of 16 (1.3 g) in 4 ml of DMSO and 24 ml of DMF was cooled to 8-12° C. and air was passed through the mixture. To the solution was added 1.2 ml of 50% aqueous sodium hydroxide in one portion and the resulting mixture was stirred for 5 hours. HCl (1 N) was added, and extracted with ethyl acetate three times. The combined organic phases were washed with water, dried over Na2SO4. Removal of the solvent afforded 17 as a syrup (1.6 g), which was used directly for the next step. As a reaction SMILES: [CH3:1][CH:2]1[CH2:11][C:10]2[C:5](=[CH:6][C:7]([O:12][CH3:13])=[CH:8][CH:9]=2)[CH:4]([C:14]2[CH:19]=[CH:18][C:17]([N+:20]([O-:22])=[O:21])=[CH:16][CH:15]=2)[O:3]1.[OH-:23].[Na+].Cl>CS(C)=O.CN(C=O)C>[OH:23][C:4]1([C:14]2[CH:19]=[CH:18][C:17]([N+:20]([O-:22])=[O:21])=[CH:16][CH:15]=2)[C:5]2[C:10](=[CH:9][CH:8]=[C:7]([O:12][CH3:13])[CH:6]=2)[CH2:11][CH:2]([CH3:1])[O:3]1 |f:1.2|. Product: OC1(OC(CC2=CC=C(C=C12)OC)C)C1=CC=C(C=C1)[N+](=O)[O-] (1-Hydroxy-3-methyl-1-(4-nitrophenyl)-7-methoxyisochroman). Solvent: CO (methanol). Reagents/catalysts: [C].[Pd] (palladium carbon). Yields the product CC1=NC(=C2N1C(N(C2)CCC2CCNCC2)=O)C (5,7-dimethyl-2-(2-(4-piperidinyl)ethyl)-1,2-dihydro-3H-imidazo[1,5-c]imidazol-3-one). Reported procedure: 2-(2-(1-Benzyl-4-piperidinyl)ethyl)-5,7-dimethyl-1,2-dihydro-3H-imidazo[1,5-c]imidazol-3-one (1.1 g) obtained in Example 94a), 10% palladium carbon (0.22 g) and ammonium formate (2.0 g) were added to methanol (30 ml), and mixed at room temperature for 2 days. The catalyst was filtered off, and the filtrate was concentrated under reduced pressure. The residue was dissolved in chloroform, the precipitate was filtered off, and the filtrate was concentrated under reduced pressure to obtain the title... The yield is 97.7%. Reactants: C(C1=CC=CC=C1)N1CCC(CC1)CCN1C(N2C(C1)=C(N=C2C)C)=O (2-(2-(1-Benzyl-4-piperidinyl)ethyl)-5,7-dimethyl-1,2-dihydro-3H-imidazo[1,5-c]imidazol-3-one), C(=O)[O-].[NH4+] (ammonium formate). As a reaction SMILES: C([N:8]1[CH2:13][CH2:12][CH:11]([CH2:14][CH2:15][N:16]2[CH2:20][C:19]3=[C:21]([CH3:25])[N:22]=[C:23]([CH3:24])[N:18]3[C:17]2=[O:26])[CH2:10][CH2:9]1)C1C=CC=CC=1.C([O-])=O.[NH4+]>[C].[Pd].CO>[CH3:24][C:23]1[N:18]2[C:17](=[O:26])[N:16]([CH2:15][CH2:14][CH:11]3[CH2:12][CH2:13][NH:8][CH2:9][CH2:10]3)[CH2:20][C:19]2=[C:21]([CH3:25])[N:22]=1 |f:1.2,3.4|.